This data is from the Open Reaction Database (ORD), a public repository of structured organic reaction records. The task is: describe an organic reaction: reactants, conditions, products, and yield The reactants are CC1(C)CNc2cc(C#N)ccc2C1, O=C=NCc1ccccc1, CC#N. Reaction SMILES: [C:1](#[N:2])[c:3]1[cH:4][cH:5][c:6]2[c:11]([cH:12]1)[NH:10][CH2:9][C:8]([CH3:13])([CH3:14])[CH2:7]2.[CH2:15]([c:16]1[cH:17][cH:18][cH:19][cH:20][cH:21]1)[N:22]=[C:23]=[O:24].[CH3:25][C:26]#[N:27]>>[C:1](#[N:2])[c:3]1[cH:4][cH:5][c:6]2[c:11]([cH:12]1)[N:10]([C:23]([NH:22][CH2:15][c:16]1[cH:17][cH:18][cH:19][cH:20][cH:21]1)=[O:24])[CH2:9][C:8]([CH3:13])([CH3:14])[CH2:7]2. The product is CC1(C)Cc2ccc(C#N)cc2N(C(=O)NCc2ccccc2)C1. Yields the product COc1cc([N+](=O)[O-])ccc1-c1cccs1. As a reaction SMILES: [C:18]([O:19][N:20]=[O:21])([CH3:22])([CH3:23])[CH3:24].[CH3:1][O:2][c:3]1[c:4]([NH2:5])[cH:6][cH:7][c:8]([N+:10](=[O:11])[O-:12])[cH:9]1.[Cu:25].[cH:13]1[cH:14][cH:15][s:16][cH:17]1>>[CH3:1][O:2][c:3]1[c:4](-[c:15]2[cH:14][cH:13][cH:17][s:16]2)[cH:6][cH:7][c:8]([N+:10](=[O:11])[O-:12])[cH:9]1. Reactants: CC(C)(C)ON=O, COc1cc([N+](=O)[O-])ccc1N, [Cu], c1ccsc1. The reactants are [H-].[Na+] (NaH), C(C)OP(OCC)[O-] (diethylphosphite), BrCCCCOCCl (1-bromo-4-(chloromethoxy)butane). Solvent: CCCCC (n-pentane). Conditions: time 1 hour. Yields the product BrCCCCOCP(=O)(OCC)OCC (1-bromo-4-(diethylphosphonomethoxy)butane). Isolated yield 69.2%. As a reaction SMILES: [H-].[Na+].[CH2:3]([O:5][P:6]([O-:10])[O:7][CH2:8][CH3:9])[CH3:4].[Br:11][CH2:12][CH2:13][CH2:14][CH2:15][O:16][CH2:17]Cl>CCCCC>[Br:11][CH2:12][CH2:13][CH2:14][CH2:15][O:16][CH2:17][P:6]([O:7][CH2:8][CH3:9])([O:5][CH2:3][CH3:4])=[O:10] |f:0.1|. Reported procedure: To a slurry of 6.26 g (149 mmol) of 57% NaH and 300 mL of n-pentane at 0° C. was added 17.14 g (124 mmol) of diethylphosphite and the mixture was stirred for 1 hour at 0°. The mixture was then cooled to -70° and 25 g (124 mmol) of 1-bromo-4-(chloromethoxy)butane was added and the reaction mixture warmed to 0° and stirred for 1 hour. The mixture was then filtered and evaporated. The residue was purified by SiO2 chromatography to give 26 g (70%) of 1-bromo-4-(diethylphosphonomethoxy)butane as a co... Starting materials: BrC=1C=C2C(=C(NC2=CC1)C(=O)N)S(=O)(=O)N1CCOCC1 (5-Bromo-3-(morpholin-4-ylsulfonyl)-1H-indole-2-carboxamide), C[Sn](C)(C)C (tetramethyltin), CN(C)C=O (DMF). Reagents/catalysts: Cl[Pd]([P](C1=CC=CC=C1)(C2=CC=CC=C2)C3=CC=CC=C3)([P](C4=CC=CC=C4)(C5=CC=CC=C5)C6=CC=CC=C6)Cl (dichlorobis(triphenylphosphine)palladium(II)). Run in CN(C)P(=O)(N(C)C)N(C)C (HMPA). Reaction conditions: temperature 120 celsius. Yields the product CC=1C=C2C(=C(NC2=CC1)C(=O)N)S(=O)(=O)N1CCOCC1 (5-Methyl-3-(morpholin-4-ylsulfonyl)-1H-indole-2-carboxamide). As a reaction SMILES: Br[C:2]1[CH:3]=[C:4]2[C:8](=[CH:9][CH:10]=1)[NH:7][C:6]([C:11]([NH2:13])=[O:12])=[C:5]2[S:14]([N:17]1[CH2:22][CH2:21][O:20][CH2:19][CH2:18]1)(=[O:16])=[O:15].[CH3:23][Sn](C)(C)C.CN(C=O)C>Cl[Pd](Cl)([P](C1C=CC=CC=1)(C1C=CC=CC=1)C1C=CC=CC=1)[P](C1C=CC=CC=1)(C1C=CC=CC=1)C1C=CC=CC=1.CN(P(N(C)C)(N(C)C)=O)C>[CH3:23][C:2]1[CH:3]=[C:4]2[C:8](=[CH:9][CH:10]=1)[NH:7][C:6]([C:11]([NH2:13])=[O:12])=[C:5]2[S:14]([N:17]1[CH2:22][CH2:21][O:20][CH2:19][CH2:18]1)(=[O:16])=[O:15] |^1:35,54|. Procedure: 5-Bromo-3-(morpholin-4-ylsulfonyl)-1H-indole-2-carboxamide (106 mg, 0.273 mmol, 1.0 equiv), dichlorobis(triphenylphosphine)palladium(II) (50 mg, 0.07 mmol, 0.15 equiv) and tetramethyltin (270 μL, 1.91 mmol, 4.0 equiv) were combined in 5 mL of a 1:1 solution of DMF:HMPA. The solution was degassed and heated to 120° C. for 24 hours. The title compound was obtained after purification by preparative reversed phase HPLC. Proton NMR for the product was consistent with the titled compound. HRMS (ES) ex... Starting materials: ClC=1C=NC=C(C1NC=1NC2=C(N1)C=C(C1=C2CC(O1)(C)C)C(=O)O)Cl (2-[(3,5-dichloropyridin-4-yl)amino]-7,7-dimethyl-7,8-dihydro-1H-furo[3,2-e]benzimidazole-5-carboxylic acid), CN(C)C=O (DMF), amine, F[B-](F)(F)F.N1(N=NC2=C1C=CC=C2)OC(=[N+](C)C)N(C)C (O-(benzotriazol-1-yl)-N,N,N′,N′-tetramethyluronium tetrafluoroborate), TEA, C1CCOC1 (THF). Yields the product C12(CC3CC(CC(C1)C3)C2)NC(=O)C=2C3=C(C1=C(N=C(N1)NC1=C(C=NC=C1Cl)Cl)C2)CC(O3)(C)C (N-Adamantan-1-yl-2-[(3,5-dichloropyridin-4-yl)amino]-7,7-dimethyl-7,8-dihydro-1H-furo[3,2-e]benzimidazole-5-carboxamide). As a reaction SMILES: [Cl:1][C:2]1[CH:3]=[N:4][CH:5]=[C:6]([Cl:26])[C:7]=1[NH:8][C:9]1[NH:10][C:11]2[C:17]3[CH2:18][C:19]([CH3:22])([CH3:21])[O:20][C:16]=3[C:15]([C:23](O)=[O:24])=[CH:14][C:12]=2[N:13]=1.F[B-](F)(F)F.[N:32]1(OC(N(C)C)=[N+](C)C)[C:36]2[CH:37]=[CH:38][CH:39]=[CH:40][C:35]=2N=N1.[CH3:49]N(C=O)C.[CH2:54]1[CH2:58]OC[CH2:55]1>>[C:36]12([NH:32][C:23]([C:15]3[C:16]4[O:20][C:19]([CH3:22])([CH3:21])[CH2:18][C:17]=4[C:11]4[NH:10][C:9]([NH:8][C:7]5[C:6]([Cl:26])=[CH:5][N:4]=[CH:3][C:2]=5[Cl:1])=[N:13][C:12]=4[CH:14]=3)=[O:24])[CH2:55][CH:54]3[CH2:58][CH:38]([CH2:39][CH:40]([CH2:49]3)[CH2:35]1)[CH2:37]2 |f:1.2|. Procedure: The title compound was prepared following the procedure as described for Example-1 using 2-[(3,5-dichloropyridin-4-yl)amino]-7,7-dimethyl-7,8-dihydro-1H-furo[3,2-e]benzimidazole-5-carboxylic acid (Intermediate-3, 0.080 g, 0.203 mmol), O-(benzotriazol-1-yl)-N,N,N′,N′-tetramethyluronium tetrafluoroborate (0.130 g, 0.406 mmol), TEA (0.5 mL), DMF (1.0 mL), THF (5.0 mL) and adamantly amine (0.092 g, 0.609 mmol) to afford 0.015 g of the desired product. 1HNMR (DMSO-d6): δ 1.49 (s, 6H), 1.66 (s, 6H), 2...